From a dataset of the Open Reaction Database (ORD), a public repository of structured organic reaction records. describe an organic reaction: reactants, conditions, products, and yield The reactants are O1C(=CC=C1)C=1OC(=C(N1)CCC1=CC=C(C=C1)CCCCC=O)C (5-[4-[2-[2-(2-furyl)-5-methyl-4-oxazolyl]ethyl]phenyl]pentan-1-al), [C-]#N.[Na+] (sodium cyanide), C(C)(=O)OC(C)=O (acetic anhydride). The reagents and catalysts are [Cl-].C(C1=CC=CC=C1)[N+](CCCC)(CCCC)CCCC (benzyltributylammonium chloride). Solvent: ClCCl (dichloromethane). Reaction conditions: time 2 hour. Yields the product C(C)(=O)OC(C#N)CCCCC1=CC=C(C=C1)CCC=1N=C(OC1C)C=1OC=CC1 (2-acetoxy-6-[4-[2-[2-(2-furyl)-5-methyl-4-oxazolyl]ethyl]phenyl]hexanenitrile). As a reaction SMILES: [O:1]1[CH:5]=[CH:4][CH:3]=[C:2]1[C:6]1[O:7][C:8]([CH3:25])=[C:9]([CH2:11][CH2:12][C:13]2[CH:18]=[CH:17][C:16]([CH2:19][CH2:20][CH2:21][CH2:22][CH:23]=[O:24])=[CH:15][CH:14]=2)[N:10]=1.[C-:26]#[N:27].[Na+].[C:29]([O:32]C(=O)C)(=O)[CH3:30]>[Cl-].C([N+](CCCC)(CCCC)CCCC)C1C=CC=CC=1.ClCCl>[C:29]([O:24][CH:23]([CH2:22][CH2:21][CH2:20][CH2:19][C:16]1[CH:15]=[CH:14][C:13]([CH2:12][CH2:11][C:9]2[N:10]=[C:6]([C:2]3[O:1][CH:5]=[CH:4][CH:3]=3)[O:7][C:8]=2[CH3:25])=[CH:18][CH:17]=1)[C:26]#[N:27])(=[O:32])[CH3:30] |f:1.2,4.5|. Procedure details: After a mixture of 5-[4-[2-[2-(2-furyl)-5-methyl-4-oxazolyl]ethyl]phenyl]pentan-1-al (2.2 g), sodium cyanide (0.383 g), acetic anhydride (0.796 g), benzyltributylammonium chloride (0.608 g) and dichloromethane (40 ml)water (10 ml) was stirred at room temperature for 2 hours, the organic layer was separated, washed with water, dried (MgSO4), and then concentrated under reduced pressure, to yield 2-acetoxy-6-[4-[2-[2-(2-furyl)-5-methyl-4-oxazolyl]ethyl]phenyl]hexanenitrile as an oily substance.